Dataset: the Open Reaction Database (ORD), a public repository of structured organic reaction records. Task: describe an organic reaction: reactants, conditions, products, and yield Reactants: CC(C)(C)OC(=O)CCCCCCCCCCCCCCCCC(=O)N(CCC(=O)OC(C)(C)C)CC(=O)O, CC(C)(C)OC(=O)c1cc(N)cc(C(=O)O)c1, CCN(C(C)C)C(C)C, ClCCl, On1nnc2cccnc21. Product: CC(C)(C)OC(=O)CCCCCCCCCCCCCCCCC(=O)N(CCC(=O)OC(C)(C)C)CC(=O)Nc1cc(C(=O)O)cc(C(=O)OC(C)(C)C)c1. Reaction SMILES: [C:1]([CH3:2])([CH3:3])([CH3:4])[O:5][C:6]([CH2:7][CH2:8][CH2:9][CH2:10][CH2:11][CH2:12][CH2:13][CH2:14][CH2:15][CH2:16][CH2:17][CH2:18][CH2:19][CH2:20][CH2:21][CH2:22][C:23]([N:24]([CH2:25][C:26](=[O:27])[OH:28])[CH2:29][CH2:30][C:31](=[O:32])[O:33][C:34]([CH3:35])([CH3:36])[CH3:37])=[O:38])=[O:39].[C:50]([CH3:51])([CH3:52])([CH3:53])[O:54][C:55]([c:56]1[cH:57][c:58]([C:59](=[O:60])[OH:61])[cH:62][c:63]([NH2:65])[cH:64]1)=[O:66].[CH:67]([N:68]([CH2:69][CH3:70])[CH:71]([CH3:72])[CH3:73])([CH3:74])[CH3:75].[Cl:76][CH2:77][Cl:78].[OH:40][n:41]1[c:42]2[n:43][cH:44][cH:45][cH:46][c:47]2[n:48][n:49]1>>[C:1]([CH3:2])([CH3:3])([CH3:4])[O:5][C:6]([CH2:7][CH2:8][CH2:9][CH2:10][CH2:11][CH2:12][CH2:13][CH2:14][CH2:15][CH2:16][CH2:17][CH2:18][CH2:19][CH2:20][CH2:21][CH2:22][C:23]([N:24]([CH2:25][C:26](=[O:28])[NH:65][c:63]1[cH:62][c:58]([C:59](=[O:60])[OH:61])[cH:57][c:56]([C:55]([O:54][C:50]([CH3:51])([CH3:52])[CH3:53])=[O:66])[cH:64]1)[CH2:29][CH2:30][C:31](=[O:32])[O:33][C:34]([CH3:35])([CH3:36])[CH3:37])=[O:38])=[O:39]. Reactants: CCOC(=O)Cc1ccccc1CCCO, BrP(Br)Br. The product is CCOC(=O)Cc1ccccc1CCCBr. As a reaction SMILES: [OH:1][CH2:2][CH2:3][CH2:4][c:5]1[c:6]([CH2:11][C:12](=[O:13])[O:14][CH2:15][CH3:16])[cH:7][cH:8][cH:9][cH:10]1.[P:17]([Br:18])([Br:19])[Br:20]>>[CH2:2]([CH2:3][CH2:4][c:5]1[c:6]([CH2:11][C:12](=[O:13])[O:14][CH2:15][CH3:16])[cH:7][cH:8][cH:9][cH:10]1)[Br:18]. Reactants: BrCC1=CC2=CC=CC=C2C=C1CBr (2,3-bis(bromomethyl)naphthalene), COP(OC)OC (trimethylphosphite). Run in C1(=CC=CC=C1)C (toluene). Product: COP(OC)(=O)CC=1C(=CC2=CC=CC=C2C1)CP(OC)(OC)=O ([2,3-naphthalenediylbis(methylene)]bisphosphonic acid tetramethyl ester). Isolated yield 97.8%. RXN SMILES: Br[CH2:2][C:3]1[C:12]([CH2:13]Br)=[CH:11][C:10]2[C:5](=[CH:6][CH:7]=[CH:8][CH:9]=2)[CH:4]=1.C[O:16][P:17]([O:20][CH3:21])[O:18][CH3:19]>C1(C)C=CC=CC=1>[CH3:19][O:18][P:17]([CH2:2][C:3]1[C:12]([CH2:13][P:17](=[O:16])([O:20][CH3:21])[O:18][CH3:19])=[CH:11][C:10]2[C:5]([CH:4]=1)=[CH:6][CH:7]=[CH:8][CH:9]=2)(=[O:16])[O:20][CH3:21]. Procedure: A flask is charged with 2,3-bis(bromomethyl)naphthalene (Example 22(b), 2.80 g, 8.9 mmol) and toluene (50 mL). The solution is heated at reflux and 25 mL of the toluene is collected in a Dean-Stark trap. The solution is then cooled to room temperature and trimethylphosphite (4.0 mL, 0.034 mol) is added. The reaction is heated to reflux temperature for 24 hours. The excess trimethylphosphite and toluene are removed at reduced pressure, giving a white solid (3.24 g). The solid is recrystallized fr... The reactants are C(=O)(O)[C@H](O)[C@@H](O)C(=O)O.N1C[C@H](C(=O)OCC)CCC1 (Ethyl (R)-nipecotate L-tartrate), C([O-])(O)=O.[Na+] (sodium bicarbonate), ClC1=CC=C(C=C1)C1(CCC1)C(=O)Cl (1-(4-chloro-phenyl)-cyclobutanecarbonyl chloride). Run in ClCCl (dichloromethane). Conditions: time 2 hour. Product: C(C)OC(=O)[C@H]1CN(CCC1)C(=O)C1(CCC1)C1=CC=C(C=C1)Cl ((R)-1-[1-(4-Chloro-phenyl)-cyclobutanecarbonyl]-piperidine-3-carboxylic acid ethyl ester). Reaction SMILES: C([C@@H]([C@H](C(O)=O)O)O)(O)=O.[NH:11]1[CH2:21][CH2:20][CH2:19][C@@H:13]([C:14]([O:16][CH2:17][CH3:18])=[O:15])[CH2:12]1.C(=O)(O)[O-].[Na+].[Cl:27][C:28]1[CH:33]=[CH:32][C:31]([C:34]2([C:38](Cl)=[O:39])[CH2:37][CH2:36][CH2:35]2)=[CH:30][CH:29]=1>ClCCl>[CH2:17]([O:16][C:14]([C@@H:13]1[CH2:19][CH2:20][CH2:21][N:11]([C:38]([C:34]2([C:31]3[CH:30]=[CH:29][C:28]([Cl:27])=[CH:33][CH:32]=3)[CH2:35][CH2:36][CH2:37]2)=[O:39])[CH2:12]1)=[O:15])[CH3:18] |f:0.1,2.3|. Procedure: Ethyl (R)-nipecotate L-tartrate (15.0 g, 48.8 mmol) was added to a stirred mixture of dichloromethane and saturated sodium bicarbonate solution (100 mL each) at 0° C. After 10 min 1-(4-chloro-phenyl)-cyclobutanecarbonyl chloride (11.13 g, 48.8 mmol) was slowly added at 0° C. The reaction was then allowed to stir for 2 h at room temperature. The organic layer was separated and the aqueous layer was washed once with dichloromethane (100 mL). The organic material was combined and washed once with w...